Dataset: the Open Reaction Database (ORD), a public repository of structured organic reaction records. Task: describe an organic reaction: reactants, conditions, products, and yield Reactants: CC1=C(N=C(S1)NC(=O)C=1C=CC(=NC1)N1CCC(CC1)C1=CC(=CC=C1)C(F)(F)F)C1=CC=CC=C1 (4-(3-trifluoromethyl-phenyl)-3,4,5,6-tetrahydro-2H-[1,2′]bipyridinyl-5′-carboxylic acid (5-methyl-4-phenyl-thiazol-2-yl)-amide), CC1=C(N=C(S1)NC(=O)C=1C=CC(=NC1)N1CCC(CC1)(C1=CC=CC=C1)O)C1=CC=CC=C1 (4-hydroxy-4-phenyl-3,4,5,6-tetrahydro-2H-[1,2′]bipyridinyl-5′-carboxylic acid (5-methyl-4-phenyl-thiazol-2-yl)-amide), ClC1=NC=C(C(=O)NC=2SC(=C(N2)C2=CC=CC=C2)C)C=C1 (6-chloro-N-(5-methyl-4-phenyl-thiazol-2-yl)-nicotinamide), C1(=CC=CC=C1)C1(CCNCC1)O (4-phenyl-piperidin-4-ol). Yields the product OC1(CCN(CC1)C1=NC=CC=C1)C1=CC=CC=C1 (4-Hydroxy-4-phenyl-3,4,5,6-tetrahydro-2H-[1,2′]bipyridinyl). RXN SMILES: CC1SC(NC(C2C=CC(N3CCC(C4C=CC=C(C(F)(F)F)C=4)CC3)=NC=2)=O)=NC=1C1C=CC=CC=1.CC1SC(NC([C:47]2[CH:48]=[CH:49][C:50]([N:53]3[CH2:58][CH2:57][C:56]([OH:65])([C:59]4[CH:64]=[CH:63][CH:62]=[CH:61][CH:60]=4)[CH2:55][CH2:54]3)=[N:51][CH:52]=2)=O)=NC=1C1C=CC=CC=1.ClC1C=CC(C(NC2SC(C)=C(C3C=CC=CC=3)N=2)=O)=CN=1.C1(C2(O)CCNCC2)C=CC=CC=1>>[OH:65][C:56]1([C:59]2[CH:64]=[CH:63][CH:62]=[CH:61][CH:60]=2)[CH2:55][CH2:54][N:53]([C:50]2[CH:49]=[CH:48][CH:47]=[CH:52][N:51]=2)[CH2:58][CH2:57]1. Procedure details: With a method similar to that used for the preparation of 4-(3-trifluoromethyl-phenyl)-3,4,5,6-tetrahydro-2H-[1,2′]bipyridinyl-5′-carboxylic acid (5-methyl-4-phenyl-thiazol-2-yl)-amide, 4-hydroxy-4-phenyl-3,4,5,6-tetrahydro-2H-[1,2′]bipyridinyl-5′-carboxylic acid (5-methyl-4-phenyl-thiazol-2-yl)-amide was prepared from 6-chloro-N-(5-methyl-4-phenyl-thiazol-2-yl)-nicotinamide and 4-phenyl-piperidin-4-ol. LCMS calcd for C27H26N4O2S (m/e) 470, obsd 471 (M+H). Reported procedure: To a mixture of 3.4 g of 4-benzyloxybenzoic acid and 50 ml of dried pyridine, while being cooled in ice, was added 3.7 g of DCC. After having been stirred for 30 minutes, the mixture was admixed with 5.0 g of 4-amidino-2-benzoylphenol methanesulfonate and stirred overnight at room temperature. The reaction mixture was freed from the insolubles by filtration and mixed with ethyl ether. The precipitated insoluble substance was recrystallized from a methanol-ethyl ether mixture to obtain 5.2 g of c... Solvent: N1=CC=CC=C1 (pyridine). Yields the product C(C1=CC=CC=C1)OC1=CC=C(C(=O)OC2=C(C=C(C=C2)C(N)=N)C(C2=CC=CC=C2)=O)C=C1 (4-amidino-2-benzoylphenyl 4-benzyloxybenzoate). Isolated yield 77.5%. Reaction conditions: time 30 minute. Reaction SMILES: [CH2:1]([O:8][C:9]1[CH:17]=[CH:16][C:12]([C:13]([OH:15])=[O:14])=[CH:11][CH:10]=1)[C:2]1[CH:7]=[CH:6][CH:5]=[CH:4][CH:3]=1.C1CCC(N=C=NC2CCCCC2)CC1.CS(O[C:38]1[CH:43]=[CH:42][C:41]([C:44](=[NH:46])[NH2:45])=[CH:40][C:39]=1[C:47](=[O:54])[C:48]1[CH:53]=[CH:52][CH:51]=[CH:50][CH:49]=1)(=O)=O>N1C=CC=CC=1>[CH2:1]([O:8][C:9]1[CH:10]=[CH:11][C:12]([C:13]([O:15][C:38]2[CH:43]=[CH:42][C:41]([C:44](=[NH:45])[NH2:46])=[CH:40][C:39]=2[C:47](=[O:54])[C:48]2[CH:53]=[CH:52][CH:51]=[CH:50][CH:49]=2)=[O:14])=[CH:16][CH:17]=1)[C:2]1[CH:3]=[CH:4][CH:5]=[CH:6][CH:7]=1. Reactants: C1CCC(CC1)N=C=NC2CCCCC2 (DCC), C(C1=CC=CC=C1)OC1=CC=C(C(=O)O)C=C1 (4-benzyloxybenzoic acid), CS(=O)(=O)OC1=C(C=C(C=C1)C(N)=N)C(C1=CC=CC=C1)=O (4-amidino-2-benzoylphenol methanesulfonate). Reactants: ClC=1C=CC(=NC1)C1(OC1)C(C)N1N=CN=C1 (2-[5-chloropyrid-2-yl]-2-[1-(1H-1,2,4-triazol-1-yl)ethyl]oxirane), N1N=CN=C1 (1,2,4-triazole), C([O-])([O-])=O.[K+].[K+] (potassium carbonate). Run in CN(C=O)C (dimethylformamide). Run at time 3 hour. Yields the product N1(N=CN=C1)CC(C(C)N1N=CN=C1)(O)C1=NC=C(C=C1)Cl (1,3-Bis(1H-1,2,4-triazol-1-yl)-2-(5-chloropyrid-2-yl)butan-2-ol). Isolated yield 28.1%. Reaction SMILES: [Cl:1][C:2]1[CH:3]=[CH:4][C:5]([C:8]2([CH:11]([N:13]3[CH:17]=[N:16][CH:15]=[N:14]3)[CH3:12])[CH2:10][O:9]2)=[N:6][CH:7]=1.[NH:18]1[CH:22]=[N:21][CH:20]=[N:19]1.C(=O)([O-])[O-].[K+].[K+]>CN(C)C=O>[N:18]1([CH2:10][C:8]([C:5]2[CH:4]=[CH:3][C:2]([Cl:1])=[CH:7][N:6]=2)([OH:9])[CH:11]([N:13]2[CH:17]=[N:16][CH:15]=[N:14]2)[CH3:12])[CH:22]=[N:21][CH:20]=[N:19]1 |f:2.3.4|. Procedure details: To a solution of 2-[5-chloropyrid-2-yl]-2-[1-(1H-1,2,4-triazol-1-yl)ethyl]oxirane (70 mg; 0.28 m.Mole) in dimethylformamide (5 ml) was added 1,2,4-triazole (39 mg; 0.56 m.Mole) and anhydrous potassium carbonate (39 mg; 0.28 m.Mole). Heating, with stirring, was carried out for three hours at 80°. The solvent was then evaporated, water (20 ml.) was added, and the mixture was extracted with methylene chloride (3×10 ml). The combined organic extracts were washed with water (3×5 ml), dried over anhyd... Procedure details: Under a nitrogen atmosphere, a mixture of o-mercaptophenylmalonamic acid (2.1 g, 0.01 m), dimethylformamide (20 ml), and concentrated hydrochloric acid (0.2 ml) are heated in an oil-bath at ca. 100° C. until thin-layer chromatography indicates the absence of starting malonamic acid. The cooled, stirred mixture is diluted with ice-water, aged and filtered to yield 2-hydroxybenzo(b)thiophene-3-carboxamide. RXN SMILES: [SH:1][C:2]1[CH:7]=[CH:6][CH:5]=[CH:4][C:3]=1[CH:8]([C:12]([NH2:14])=[O:13])[C:9](O)=[O:10].Cl.C(O)(=O)CC(N)=O>CN(C)C=O>[OH:10][C:9]1[S:1][C:2]2[CH:7]=[CH:6][CH:5]=[CH:4][C:3]=2[C:8]=1[C:12]([NH2:14])=[O:13]. Solvent: CN(C=O)C (dimethylformamide), ice water. Conditions: temperature 100 celsius. Reactants: SC1=C(C=CC=C1)C(C(=O)O)C(=O)N (o-mercaptophenylmalonamic acid), Cl (hydrochloric acid), C(CC(=O)N)(=O)O (malonamic acid). Product: OC1=C(C2=C(S1)C=CC=C2)C(=O)N (2-hydroxybenzo(b)thiophene-3-carboxamide). Reactants: NC1=NC=CC=C1OCC1=C(C=CC=C1)C (2-amino-3-(2-methylbenzyloxy)pyridine), Cl.FC1=CC=C(C=C1)CC(OCC)=N (ethyl 4-fluorophenylacetimidate hydrochloride). The solvent is C(C)O (ethanol). Product: Cl.CC1=C(COC=2C(=NC=CC2)NC(CC2=CC=C(C=C2)F)=N)C=CC=C1 (N-(3-(2-Methylbenzyloxy)-2-pyridyl)-4-fluorophenylacetamidine hydrochloride). Isolated yield 5.2%. RXN SMILES: [NH2:1][C:2]1[C:7]([O:8][CH2:9][C:10]2[CH:15]=[CH:14][CH:13]=[CH:12][C:11]=2[CH3:16])=[CH:6][CH:5]=[CH:4][N:3]=1.[ClH:17].[F:18][C:19]1[CH:24]=[CH:23][C:22]([CH2:25][C:26](=[NH:30])OCC)=[CH:21][CH:20]=1>C(O)C>[ClH:17].[CH3:16][C:11]1[CH:12]=[CH:13][CH:14]=[CH:15][C:10]=1[CH2:9][O:8][C:7]1[C:2]([NH:1][C:26](=[NH:30])[CH2:25][C:22]2[CH:23]=[CH:24][C:19]([F:18])=[CH:20][CH:21]=2)=[N:3][CH:4]=[CH:5][CH:6]=1 |f:1.2,4.5|. Procedure details: A mixture of 2-amino-3-(2-methylbenzyloxy)pyridine (5.2 g, 24.2 mmol) and ethyl 4-fluorophenylacetimidate hydrochloride (5.8 g, 26.7 mmol) in ethanol (80 ml) was heated under reflux for 2 hours, then the solvent evaporated. The residue was purified by flash chromatography (chloroform/methanol) to obtain the product as a foam (0.49 g), m.p. 59°-64° C. Starting materials: I.CNC(SC)=NC (N,N',S-trimethylisothiourea hydriodide), CC1=CC=C(CN)C=C1 (p-methyl-benzylamine). Solvent: C(C)O (ethanol). Product: I.CC1=CC=C(CNC(=NC)NC)C=C1 (N-p-methylbenzyl-N', N"-dimethyl-guanidine hydriodide). RXN SMILES: [IH:1].[CH3:2][NH:3][C:4](=[N:7][CH3:8])SC.[CH3:9][C:10]1[CH:17]=[CH:16][C:13]([CH2:14][NH2:15])=[CH:12][CH:11]=1>C(O)C>[IH:1].[CH3:9][C:10]1[CH:17]=[CH:16][C:13]([CH2:14][NH:15][C:4]([NH:7][CH3:8])=[N:3][CH3:2])=[CH:12][CH:11]=1 |f:0.1,4.5|. Reported procedure: A solution of N,N',S-trimethylisothiourea hydriodide, m.p. 208° -212° (9.84 g.) and p-methyl-benzylamine (4.84 g.) in ethanol (10 ml.) was refluxed for 31/2 hours, filtered, and refluxed for a further 21/2 hours. The solution was then concentrated, and the solid that separated was collected and crystallised from methanol-ethanol to give N-p-methylbenzyl-N', N"-dimethyl-guanidine hydriodide, m.p. 204° - 207°. Recrystallised from water, the m.p. rose to 209° - 212°.